The task is: describe an organic reaction: reactants, conditions, products, and yield. This data is from the Open Reaction Database (ORD), a public repository of structured organic reaction records. Starting materials: C1(=CC=CC=C1)COC(=O)CCC1=CC=C(OCC(COC2=CC=C(C=C2)Cl)=O)C=C1 (3-[4'-(2-phenylmethoxycarbonylethyl)-phenoxy]-1-(4'-chlorophenoxy)-propane-2-on), C(C)(=O)O (acetic acid), [H][H] (hydrogen). The reagents and catalysts are [Pd] (palladium/carbon). Run in CC(=O)C (acetone). Product: C(=O)(O)CCC1=CC=C(OCC(COC2=CC=C(C=C2)Cl)=O)C=C1 (3-[4'-(2-carboxyethyl)-phenoxy]-1-(4'-chlorophenoxy)-propane-2-on). As a reaction SMILES: C1(C[O:8][C:9]([CH2:11][CH2:12][C:13]2[CH:31]=[CH:30][C:16]([O:17][CH2:18][C:19](=[O:29])[CH2:20][O:21][C:22]3[CH:27]=[CH:26][C:25]([Cl:28])=[CH:24][CH:23]=3)=[CH:15][CH:14]=2)=[O:10])C=CC=CC=1.C(O)(=O)C.[H][H]>CC(C)=O.[Pd]>[C:9]([CH2:11][CH2:12][C:13]1[CH:31]=[CH:30][C:16]([O:17][CH2:18][C:19](=[O:29])[CH2:20][O:21][C:22]2[CH:23]=[CH:24][C:25]([Cl:28])=[CH:26][CH:27]=2)=[CH:15][CH:14]=1)([OH:10])=[O:8]. Procedure details: A solution of 44.0 g (0.1 mol) 3-[4'-(2-phenylmethoxycarbonylethyl)-phenoxy]-1-(4'-chlorophenoxy)-propane-2-on in 1000 ml acetone is mixed with 1 ml acetic acid and, after the addition of 8 g (10%) palladium/carbon, hydrogenated until the calculated amount of hydrogen is absorbed. After the catalyst is separated, the filtrate is concentrated in vacuo, the residue is absorbed in chloroform and the acid is precipitated through addition of petrol ether. Colorless crystals, melting point 114°-5° C. ...